This data is from the Open Reaction Database (ORD), a public repository of structured organic reaction records. The task is: describe an organic reaction: reactants, conditions, products, and yield Reactants: C1CCOC1, CO, COc1ccc(Cn2nc(C=Cc3cc(Oc4cc(Cl)cc(C#N)c4)c(Cl)c(OC)n3)c3ccc(F)nc32)cc1, [H][H]. Product: COc1ccc(Cn2nc(CCc3cc(Oc4cc(Cl)cc(C#N)c4)c(Cl)c(OC)n3)c3ccc(F)nc32)cc1. As a reaction SMILES: [CH2:43]1[O:44][CH2:45][CH2:46][CH2:47]1.[CH3:48][OH:49].[Cl:1][c:2]1[cH:3][c:4]([C:5]#[N:6])[cH:7][c:8]([O:10][c:11]2[c:12]([Cl:40])[c:13]([O:38][CH3:39])[n:14][c:15]([CH:17]=[CH:18][c:19]3[n:20][n:21]([CH2:29][c:30]4[cH:31][cH:32][c:33]([O:36][CH3:37])[cH:34][cH:35]4)[c:22]4[n:23][c:24]([F:28])[cH:25][cH:26][c:27]34)[cH:16]2)[cH:9]1.[H:41][H:42]>>[Cl:1][c:2]1[cH:3][c:4]([C:5]#[N:6])[cH:7][c:8]([O:10][c:11]2[c:12]([Cl:40])[c:13]([O:38][CH3:39])[n:14][c:15]([CH2:17][CH2:18][c:19]3[n:20][n:21]([CH2:29][c:30]4[cH:31][cH:32][c:33]([O:36][CH3:37])[cH:34][cH:35]4)[c:22]4[n:23][c:24]([F:28])[cH:25][cH:26][c:27]34)[cH:16]2)[cH:9]1. Solvent: C(C)(=O)O (acetic acid), O (water). Product: COC=1C=C(C=CC1)/C=C/C(/C=C/C(=O)O)=O ((E,E)-6-(3-methoxyphenyl)-4-oxo-2,5-hexadienoic acid). The reactants are COC=1C=C(C=CC1)/C=C/C(C)=O ((E)-4-(3-methoxyphenyl)but-3-en-2-one), O.C(C=O)(=O)O (glyoxylic acid monohydrate). RXN SMILES: [CH3:1][O:2][C:3]1[CH:4]=[C:5](/[CH:9]=[CH:10]/[C:11](=[O:13])[CH3:12])[CH:6]=[CH:7][CH:8]=1.O.[C:15]([OH:19])(=[O:18])[CH:16]=O>C(O)(=O)C.O>[CH3:1][O:2][C:3]1[CH:4]=[C:5](/[CH:9]=[CH:10]/[C:11](=[O:13])/[CH:12]=[CH:16]/[C:15]([OH:19])=[O:18])[CH:6]=[CH:7][CH:8]=1 |f:1.2|. Procedure details: A solution of 14.7 g (83.4 mmol) of (E)-4-(3-methoxyphenyl)but-3-en-2-one and 7.67 g (83.4 mmol) of glyoxylic acid monohydrate in 21.2 ml of acetic acid was heated at reflux for 20 hours. The reaction mixture was diluted with water and extracted with ethyl acetate. The organic phase was extracted twice with 3N sodium hydroxide solution. The combined aqueous phases were treated with 3N hydrochloric acid to produce a strongly acidic reaction and extracted twice with ethyl acetate. The combined org... The reactants are C(C1=CC=CC=C1)OC(=O)N1[C@@H](CCC1)C1=NN=NN1CC1=CC=CC=C1 ((S)-2-(1-Benzyl-1H-tetrazol-5-yl)-pyrrolidine-1-carboxylic acid benzyl ester). The reagents and catalysts are [OH-].[OH-].[Pd+2] (Pd(OH)2/C). Solvent: C(C)O (ethanol). Run at time 6 hour. Yields the product N1[C@@H](CCC1)C1=NN=NN1 ((S)-5-Pyrrolidin-2-yl-1H-tetrazole). As a reaction SMILES: C(OC([N:11]1[CH2:15][CH2:14][CH2:13][C@H:12]1[C:16]1[N:20](CC2C=CC=CC=2)[N:19]=[N:18][N:17]=1)=O)C1C=CC=CC=1>C(O)C.[OH-].[OH-].[Pd+2]>[NH:11]1[CH2:15][CH2:14][CH2:13][C@H:12]1[C:16]1[NH:20][N:19]=[N:18][N:17]=1 |f:2.3.4|. Procedure: To a solution of 494 mg (S)-2-(1-Benzyl-1H-tetrazol-5-yl)-pyrrolidine-1-carboxylic acid benzyl ester in 50 ml ethanol were added 100 mg Pd(OH)2/C (10%) and the suspension stirred under an atmosphere of hydrogen (4 bar) for 6 h. The reaction mixture was filtrated over a plug of Celite® and washed with ethanol. Yield: 173 mg colorless foam. Reactants: O (water), BrC1=C2CC(CC(C2=C(C=C1)OC)=O)C (5-bromo-8-methoxy-3-methyl-1,2,3,4-tetrahydronaphthalen-1-one), B(Br)(Br)Br (boron tribromide), solution. Solvent: C(Cl)Cl (DCM), C(Cl)Cl (DCM). Reaction conditions: temperature 5 celsius, time 1 hour. The product is BrC1=C2CC(CC(C2=C(C=C1)O)=O)C (5-Bromo-8-hydroxy-3-methyl-1,2,3,4-tetrahydronaphthalen-1-one). Yield: 76.8%. As a reaction SMILES: [Br:1][C:2]1[CH:11]=[CH:10][C:9]([O:12]C)=[C:8]2[C:3]=1[CH2:4][CH:5]([CH3:15])[CH2:6][C:7]2=[O:14].B(Br)(Br)Br.O>C(Cl)Cl>[Br:1][C:2]1[CH:11]=[CH:10][C:9]([OH:12])=[C:8]2[C:3]=1[CH2:4][CH:5]([CH3:15])[CH2:6][C:7]2=[O:14]. Procedure: To a solution of 5-bromo-8-methoxy-3-methyl-1,2,3,4-tetrahydronaphthalen-1-one (32.2 g 0.12 mol) in DCM (400 mL) at 0° C. was added boron tribromide (119 mL of a 1.0 M solution in DCM, 0.12 mol) dropwise. The mixture was stirred at 5° C. for 1 h then water (50 mL) was added cautiously. The mixture was washed with water (3×200 mL) then the organic layer was separated, dried (Na2SO4) and evaporated. The residue was chromatographed on silica gel, eluting with hexane: DCM (100:0-1:1), to afford the ...